Dataset: the Open Reaction Database (ORD), a public repository of structured organic reaction records. Task: describe an organic reaction: reactants, conditions, products, and yield Reactants: CCCCO, CCOC(=O)NC(C)C(=O)c1ccccc1, NN. Yields the product CCOC(=O)NC(C)C(=NN)c1ccccc1. RXN SMILES: [CH2:19]([OH:20])[CH2:21][CH2:22][CH3:23].[CH2:1]([CH3:2])[O:3][C:4](=[O:5])[NH:6][CH:7]([C:8](=[O:9])[c:10]1[cH:11][cH:12][cH:13][cH:14][cH:15]1)[CH3:16].[NH2:17][NH2:18]>>[CH2:1]([CH3:2])[O:3][C:4](=[O:5])[NH:6][CH:7]([C:8]([c:10]1[cH:11][cH:12][cH:13][cH:14][cH:15]1)=[N:17][NH2:18])[CH3:16]. The reactants are C(C)(=O)Cl (acetyl chloride), C([O-])(O)=O.[Na+] (sodium bicarbonate), FC1=CC=C(C=C1)C1=NN2C(NN(CC2)CC(C)C)=C1C1=CC=NC=C1 (7-(4-fluorophenyl)-2-isobutyl-8-(pyridin-4-yl)-1,2,3,4-tetrahydropyrazolo[5,1-c][1,2,4]triazine), N1=CC=CC=C1 (pyridine). The solvent is CN1C(CCC1)=O (N-methyl-2-pyrrolidone), C(C)(=O)OCC (ethyl acetate), CN1C(CCC1)=O (N-methyl-2-pyrrolidone). Reaction conditions: time 1 hour. Product: C(C)(=O)N1N(CCN2C1=C(C(=N2)C2=CC=C(C=C2)F)C2=CC=NC=C2)CC(C)C (1-acetyl-7-(4-fluorophenyl)-2-isobutyl-8-(pyridin-4-yl)-1,2,3,4-tetrahydropyrazolo-[5,1-c][1,2,4]triazine). Yield: 72.8%. Reaction SMILES: [F:1][C:2]1[CH:7]=[CH:6][C:5]([C:8]2[C:20]([C:21]3[CH:26]=[CH:25][N:24]=[CH:23][CH:22]=3)=[C:11]3[NH:12][N:13]([CH2:16][CH:17]([CH3:19])[CH3:18])[CH2:14][CH2:15][N:10]3[N:9]=2)=[CH:4][CH:3]=1.N1C=CC=CC=1.[C:33](Cl)(=[O:35])[CH3:34].C(=O)(O)[O-].[Na+]>CN1CCCC1=O.C(OCC)(=O)C>[C:33]([N:12]1[C:11]2=[C:20]([C:21]3[CH:22]=[CH:23][N:24]=[CH:25][CH:26]=3)[C:8]([C:5]3[CH:4]=[CH:3][C:2]([F:1])=[CH:7][CH:6]=3)=[N:9][N:10]2[CH2:15][CH2:14][N:13]1[CH2:16][CH:17]([CH3:19])[CH3:18])(=[O:35])[CH3:34] |f:3.4|. Procedure: To a mixture of 7-(4-fluorophenyl)-2-isobutyl-8-(pyridin-4-yl)-1,2,3,4-tetrahydropyrazolo[5,1-c][1,2,4]triazine (70 mg, 0.199 mmol) and pyridine (31 mg, 0.398 mmol) in N-methyl-2-pyrrolidone (1.2 ml) was added acetyl chloride (19 mg, 0.239 mmol) in N-methyl-2-pyrrolidone (0.3 ml) at ambient temperature. The reaction mixture was stirred for 1 hour, then aqueous saturated sodium bicarbonate and ethyl acetate were added thereto. The organic phase was separated, and washed with water, brine, and dri... Procedure: 4-Methyl-2-amino-1,3-benzothiazole (4.93 g, 30 mmol) was dissolved in phosphoric acid (85%, 200 ml) with warming and vigerous stirring. The solution was cooled (-10°) and aqueous sodium nitrite (12.42 g in 35 ml water) added with stirring and cooling to maintain the temperature below -4°. The resulting solution was added dropwise, with vigerous stirring, to a cooled solution of hypophosphorus acid (50% by weight, 75 ml) at 0°. The reaction mixture was allowed to warm to ambient temperature and w... As a reaction SMILES: [CH3:1][C:2]1[C:7]2[N:8]=[C:9](N)[S:10][C:6]=2[CH:5]=[CH:4][CH:3]=1.N([O-])=O.[Na+].OP=O.C(=O)([O-])[O-].[Na+].[Na+]>P(=O)(O)(O)O>[CH3:1][C:2]1[C:7]2[N:8]=[CH:9][S:10][C:6]=2[CH:5]=[CH:4][CH:3]=1 |f:1.2,4.5.6|. Solvent: P(O)(O)(O)=O (phosphoric acid), ice water. Starting materials: N(=O)[O-].[Na+] (sodium nitrite), C([O-])([O-])=O.[Na+].[Na+] (sodium carbonate), CC1=CC=CC2=C1N=C(S2)N (4-Methyl-2-amino-1,3-benzothiazole), OP=O (hypophosphorus acid). The product is CC1=CC=CC2=C1N=CS2 (4-Methyl-1,3-benzothiazole). Starting materials: ice, N1=CC=CC=2C(=CC=CC12)C=O (quinoline-5-carbaldehyde), [OH-].[K+] (KOH), C(Br)(Br)Br (Bromoform), [OH-].[K+].CO (KOH MeOH). The reagents and catalysts are solution. Run in CO (MeOH), O1CCOCC1 (dioxane), CO (MeOH). Conditions: time 30 minute. Yields the product COC(C(=O)O)C1=C2C=CC=NC2=CC=C1 (2-methoxy-2-(quinolin-5-yl)acetic acid). Isolated yield 58.0%. RXN SMILES: [N:1]1[C:10]2[CH:9]=[CH:8][CH:7]=[C:6]([CH:11]=O)[C:5]=2[CH:4]=[CH:3][CH:2]=1.[OH-:13].[K+].[CH:15](Br)(Br)Br.[OH-:19].[K+].[CH3:21][OH:22]>CO.O1CCOCC1>[CH3:15][O:13][CH:11]([C:6]1[CH:7]=[CH:8][CH:9]=[C:10]2[C:5]=1[CH:4]=[CH:3][CH:2]=[N:1]2)[C:21]([OH:22])=[O:19] |f:1.2,4.5.6|. Procedure: To an ice-cold solution of quinoline-5-carbaldehyde (3.5 g, 22.3 mmol) in anhydr MeOH (30 mL) and anhydr dioxane (30 mL) was added several drops of a solution of KOH (6.2 g, 113.4 mmol) in MeOH (30 mL). Bromoform (2.5 mL, 30 mmol) was added, then the remaining KOH/MeOH solution was added over a period of 10 min. After stirring for 30 min the reaction mixture was allowed to warm slowly to room temperature overnight then concentrated to dryness. After dissolving in a minimum amount of H2O, the res... Starting materials: BrC1=C(C=C(C(=C1)[N+](=O)[O-])C)OC1=C(C=C(C=C1)F)F (1-Bromo-2-(2,4-difluoro-phenoxy)-4-methyl-5-nitro-benzene), [NH4+].[Cl-] (NH4Cl). The reagents and catalysts are [Zn] (Zinc). The solvent is C1CCOC1 (THF), CO (MeOH). Run at time 16 hour. The product is BrC=1C(=CC(=C(C1)N)C)OC1=C(C=C(C=C1)F)F (5-Bromo-4-(2,4-difluorophenoxy)-2-methylphenylamine). The yield is 80.5%. As a reaction SMILES: [Br:1][C:2]1[CH:7]=[C:6]([N+:8]([O-])=O)[C:5]([CH3:11])=[CH:4][C:3]=1[O:12][C:13]1[CH:18]=[CH:17][C:16]([F:19])=[CH:15][C:14]=1[F:20].[NH4+].[Cl-]>C1COCC1.CO.[Zn]>[Br:1][C:2]1[C:3]([O:12][C:13]2[CH:18]=[CH:17][C:16]([F:19])=[CH:15][C:14]=2[F:20])=[CH:4][C:5]([CH3:11])=[C:6]([NH2:8])[CH:7]=1 |f:1.2|. Reported procedure: 1-Bromo-2-(2,4-difluoro-phenoxy)-4-methyl-5-nitro-benzene (87.0 g, 253 mmol) was dissolved in THF (300 mL) and diluted with MeOH (900 mL). Zinc dust (82.7 g, 1.26 mol) was added and 1 L of saturated NH4Cl was added slowly so that the reaction temperature never exceeded 42° C. The reaction was mechanically stirred vigorously for 16 hours. The reaction was filtered through Celite and the filter cake was washed with ethyl acetate. The filtrate was then concentrated with 1.2 L of saturated NH4OAc. W... Reactants: NC=1C=CC(=C(C#N)C1)S(=O)(=O)C(C)C (5-Amino-2-(isopropylsulfonyl)benzonitrile), ClC(=O)OC (methyl chloroformate). Solvent: N1=CC=CC=C1 (pyridine). Conditions: temperature 0 celsius, time 20 minute. Product: C(#N)C=1C=C(C=CC1S(=O)(=O)C(C)C)NC(OC)=O (Methyl 3-cyano-4-(isopropylsulfonyl)phenylcarbamate). The yield is 86.8%. As a reaction SMILES: [NH2:1][C:2]1[CH:3]=[CH:4][C:5]([S:10]([CH:13]([CH3:15])[CH3:14])(=[O:12])=[O:11])=[C:6]([CH:9]=1)[C:7]#[N:8].Cl[C:17]([O:19][CH3:20])=[O:18]>N1C=CC=CC=1>[C:7]([C:6]1[CH:9]=[C:2]([NH:1][C:17](=[O:18])[O:19][CH3:20])[CH:3]=[CH:4][C:5]=1[S:10]([CH:13]([CH3:15])[CH3:14])(=[O:12])=[O:11])#[N:8]. Procedure: To 15C (450 mg, 2 mmol) in pyridine (10 mL) at 0° C. was added methyl chloroformate (0.8 mL, 10 mmol). The reaction was stirred at 0° C. for 20 min, then warmed to rt for 2 h. The reaction was concentrated, then diluted with ethyl acetate, washed with brine, dried (Na2SO4), filtered and concentrated. The resulting residue was purified via silica gel chromatography (0-60% ethyl acetate/hexanes) to provide 15D (490 mg, 88%). LC-MS: 283.35 (M+H)+. Reactants: C(C)(C)(C)OC(=O)N1CC(C1)N(C)C=1C=C2N3C(C(NN=C3COC2=CC1C)=O)C (3-[(4,7-dimethyl-3-oxo-2,3,4,10-tetrahydro-9-oxa-1,2,4a-triaza-phenanthren-6-yl)-methyl-amino]-azetidine-1-carboxylic acid tert-butyl ester), C(=O)(C(F)(F)F)O (TFA). Yield: 56.0%. Procedure details: A solution of 3-[(4,7-dimethyl-3-oxo-2,3,4,10-tetrahydro-9-oxa-1,2,4a-triaza-phenanthren-6-yl)-methyl-amino]-azetidine-1-carboxylic acid tert-butyl ester (0.018 g, 0.043 mmol) in TFA (0.5 mL) and DCM (3 mL) was stirred at 25° C. for 2 h. The solvent was removed in vacuo to give 6-(azetidin-3-yl-methyl-amino)-4,7-dimethyl-2,10-dihydro-9-oxa-1,2,4a-triaza-phenanthren-3-one trifluoroacetic acid (0.010 g, 56%). LC/MS (Table 1, Method 5) Rt=1.994 min.; MS m/z: 316 [M+H]+. As a reaction SMILES: C(OC([N:8]1[CH2:11][CH:10]([N:12]([C:14]2[CH:15]=[C:16]3[C:25](=[CH:26][C:27]=2[CH3:28])[O:24][CH2:23][C:22]2[N:17]3[CH:18]([CH3:30])[C:19](=[O:29])[NH:20][N:21]=2)[CH3:13])[CH2:9]1)=O)(C)(C)C.[C:31]([OH:37])([C:33]([F:36])([F:35])[F:34])=[O:32]>C(Cl)Cl>[F:34][C:33]([F:36])([F:35])[C:31]([OH:37])=[O:32].[NH:8]1[CH2:9][CH:10]([N:12]([CH3:13])[C:14]2[CH:15]=[C:16]3[C:25](=[CH:26][C:27]=2[CH3:28])[O:24][CH2:23][C:22]2[N:17]3[CH:18]([CH3:30])[C:19](=[O:29])[NH:20][N:21]=2)[CH2:11]1 |f:3.4|. The solvent is C(Cl)Cl (DCM). Product: FC(C(=O)O)(F)F.N1CC(C1)N(C=1C=C2N3C(C(NN=C3COC2=CC1C)=O)C)C (6-(azetidin-3-yl-methyl-amino)-4,7-dimethyl-2,10-dihydro-9-oxa-1,2,4a-triaza-phenanthren-3-one trifluoroacetic acid). The reactants are C(CC)OC1=CC=C2C=C(C(OC2=C1)C(F)(F)F)C(=O)OCC (ethyl 7-propoxy-2-(trifluoromethyl)-2H-chromene-3-carboxylate), ClCl (Cl2), ClCl (Cl2). Reagents/catalysts: [Zn] (Zn). The solvent is C(C)(=O)O (acetic acid), CC(=O)O (HOAc). Conditions: time 3 hour. Yields the product ClC=1C=C2C=C(C(OC2=CC1OCCC)C(F)(F)F)C(=O)OCC (ethyl 6-chloro-7-propoxy-2-(trifluoromethyl)-2H-chromene-3-carboxylate). Isolated yield 69.0%. As a reaction SMILES: [CH2:1]([O:4][C:5]1[CH:14]=[C:13]2[C:8]([CH:9]=[C:10]([C:19]([O:21][CH2:22][CH3:23])=[O:20])[CH:11]([C:15]([F:18])([F:17])[F:16])[O:12]2)=[CH:7][CH:6]=1)[CH2:2][CH3:3].[Cl:24]Cl>C(O)(=O)C.[Zn]>[Cl:24][C:6]1[CH:7]=[C:8]2[C:13](=[CH:14][C:5]=1[O:4][CH2:1][CH2:2][CH3:3])[O:12][CH:11]([C:15]([F:18])([F:16])[F:17])[C:10]([C:19]([O:21][CH2:22][CH3:23])=[O:20])=[CH:9]2. Procedure details: The ester from Step 1 (0.4 g, 1.2 mmole) in acetic acid (10 mL) was treated with Cl2 (gas) in HOAc solution (Pre-prepared 0.5 M) (7.3 ml, 3.6 mmole). The mixture was stirred for 3 hours. After Cl2 (gas) was blown away, Zn powder (3 eq) was added to the mixture and stirred for 30 min. The Zn salts were removed by filtration and the filtrate was evaporated to dryness. The residue was purified by flash chromatography with 10% ethyl acetate in hexane to give clear oil (0.33 g, 69%). This ester was o...